Dataset: the Open Reaction Database (ORD), a public repository of structured organic reaction records. Task: describe an organic reaction: reactants, conditions, products, and yield The reactants are O=C([O-])[O-], COS(=O)(=O)OC, COC(=O)C(=CO)c1ccccc1COc1cccc(Cl)n1, [K+], [K+], CN(C)C=O, O. Yields the product COC=C(C(=O)OC)c1ccccc1COc1cccc(Cl)n1. As a reaction SMILES: [C:30](=[O:31])([O-:32])[O-:33].[CH3:1][O:2][S:3](=[O:4])(=[O:5])[O:6][CH3:7].[Cl:8][c:9]1[cH:10][cH:11][cH:12][c:13]([O:15][CH2:16][c:17]2[c:18]([C:23]([C:24](=[O:25])[O:26][CH3:27])=[CH:28][OH:29])[cH:19][cH:20][cH:21][cH:22]2)[n:14]1.[K+:34].[K+:35].[O:37]=[CH:38][N:39]([CH3:40])[CH3:41].[OH2:36]>>[O:6]([CH3:7])[CH:28]=[C:23]([c:18]1[c:17]([CH2:16][O:15][c:13]2[cH:12][cH:11][cH:10][c:9]([Cl:8])[n:14]2)[cH:22][cH:21][cH:20][cH:19]1)[C:24](=[O:25])[O:26][CH3:27]. The reactants are CCN(CC)CCN, [Cl-], Cc1c(-c2cccc(Cl)c2)oc2c(C(=O)O)cccc2c1=O, Cl, c1ccccc1. The product is CCN(CC)CCNC(=O)c1cccc2c(=O)c(C)c(-c3cccc(Cl)c3)oc12. RXN SMILES: [CH2:24]([CH3:25])[N:26]([CH2:27][CH2:28][NH2:29])[CH2:30][CH3:31].[Cl-:1].[Cl:2][c:3]1[cH:4][c:5](-[c:6]2[o:7][c:8]3[c:9]([C:18](=[O:19])[OH:20])[cH:10][cH:11][cH:12][c:13]3[c:14](=[O:17])[c:15]2[CH3:16])[cH:21][cH:22][cH:23]1.[ClH:32].[cH:33]1[cH:34][cH:35][cH:36][cH:37][cH:38]1>>[Cl:2][c:3]1[cH:4][c:5](-[c:6]2[o:7][c:8]3[c:9]([C:18](=[O:19])[NH:29][CH2:28][CH2:27][N:26]([CH2:24][CH3:25])[CH2:30][CH3:31])[cH:10][cH:11][cH:12][c:13]3[c:14](=[O:17])[c:15]2[CH3:16])[cH:21][cH:22][cH:23]1. Starting materials: C=CCc1cc(F)c2cccnc2c1O, CO, [H][H]. Yields the product CCCc1cc(F)c2cccnc2c1O. RXN SMILES: [CH2:1]([CH:2]=[CH2:3])[c:4]1[cH:5][c:6]([F:15])[c:7]2[cH:8][cH:9][cH:10][n:11][c:12]2[c:13]1[OH:14].[CH3:18][OH:19].[H:16][H:17]>>[CH2:1]([CH2:2][CH3:3])[c:4]1[cH:5][c:6]([F:15])[c:7]2[cH:8][cH:9][cH:10][n:11][c:12]2[c:13]1[OH:14]. The reactants are CNc1nc(-c2cc(C(=O)Nc3ccc(F)c(Cl)c3)no2)cs1, ClP(Cl)(Cl)(Cl)Cl, NO, c1ccccc1. Product: CNc1nc(-c2cc(C(=NO)Nc3ccc(F)c(Cl)c3)no2)cs1. Reaction SMILES: [Cl:1][c:2]1[cH:3][c:4]([NH:9][C:10](=[O:11])[c:12]2[n:13][o:14][c:15](-[c:17]3[n:18][c:19]([NH:22][CH3:23])[s:20][cH:21]3)[cH:16]2)[cH:5][cH:6][c:7]1[F:8].[Cl:24][P:25]([Cl:26])([Cl:27])([Cl:28])[Cl:29].[NH2:30][OH:31].[cH:32]1[cH:33][cH:34][cH:35][cH:36][cH:37]1>>[Cl:1][c:2]1[cH:3][c:4]([NH:9][C:10]([c:12]2[n:13][o:14][c:15](-[c:17]3[n:18][c:19]([NH:22][CH3:23])[s:20][cH:21]3)[cH:16]2)=[N:30][OH:31])[cH:5][cH:6][c:7]1[F:8]. Reactants: ClC1=CC=C(C=C1)C(CO)=O (1-(4-Chloro-phenyl)-2-hydroxy-ethanone), N(N)C(=O)OCC (ethyl hydrazine-carboxylate). Solvent: C(C)O (ethanol). Conditions: temperature 0 celsius. The product is ClC1=CC=C(C=C1)C(CO)=NNC(=O)OCC (Ethyl N′-[1-(4-chloro-phenyl)-2-hydroxy-ethylidene]-hydrazinecarboxylate). Reaction SMILES: [Cl:1][C:2]1[CH:7]=[CH:6][C:5]([C:8](=O)[CH2:9][OH:10])=[CH:4][CH:3]=1.[NH:12]([C:14]([O:16][CH2:17][CH3:18])=[O:15])[NH2:13]>C(O)C>[Cl:1][C:2]1[CH:7]=[CH:6][C:5]([C:8](=[N:13][NH:12][C:14]([O:16][CH2:17][CH3:18])=[O:15])[CH2:9][OH:10])=[CH:4][CH:3]=1. Procedure: A mixture of the compound obtained in Step A (195 mmoles) and ethyl hydrazine-carboxylate (224 mmoles) in ethanol is stirred at reflux for 18 hours. The reaction mixture is cooled to 0° C. and the precipitate formed is filtered off, washed with ethyl ether and dried in vacuo to yield the title product, which is used directly in the next Step. The reactants are O=C1CCC2=CC(=CC=C12)O (1-oxo-5-indanol), C(C)(C)N (isopropylamine), [OH-].[Na+] (sodium hydroxide), ClCC1CO1 (1-chloro-2,3-epoxypropane). The solvent is CC(=O)C (acetone), C1=CC=CC=C1 (benzene), O (water), O (water), CO (methanol). Conditions: time 8 hour. Product: C(C)(C)NCC(COC=1C=C2CCC(C2=CC1)=O)O (3-isopropylamino-1-(1-oxo-5-indanyloxy)-2-propanol). The yield is 51.0%. RXN SMILES: [O:1]=[C:2]1[C:10]2[C:5](=[CH:6][C:7]([OH:11])=[CH:8][CH:9]=2)[CH2:4][CH2:3]1.[OH-].[Na+].Cl[CH2:15][CH:16]1[O:18][CH2:17]1.[CH:19]([NH2:22])([CH3:21])[CH3:20]>CC(C)=O.CO.O.C1C=CC=CC=1>[CH:19]([NH:22][CH2:15][CH:16]([OH:18])[CH2:17][O:11][C:7]1[CH:6]=[C:5]2[C:10](=[CH:9][CH:8]=1)[C:2](=[O:1])[CH2:3][CH2:4]2)([CH3:21])[CH3:20] |f:1.2|. Procedure: To a mixture of 14.8 g. of 1-oxo-5-indanol, 8 g. of sodium hydroxide, and 100 ml. of water was added 50 ml. of 1-chloro-2,3-epoxypropane and after stirring vigorously the mixture for 16 hours at room temperature, 300 ml. of benzene and 100 ml. of water were added to the mixture. Then, the benzene layer fomred was recovered, washed twice each with 100 ml. of water, and then subjected to a distillation under reduced pressure to distill off benzene and then excessive 1-chloro-2,3-epoxypropane. The ...